This data is from the Open Reaction Database (ORD), a public repository of structured organic reaction records. The task is: describe an organic reaction: reactants, conditions, products, and yield Starting materials: CC1OC2=C(C1)C=C(C=C2C(=O)O)S(N)(=O)=O (2-methyl-5-sulfamoyl-2,3-dihydrobenzofuran-7-carboxylic acid), CN(C=O)C (dimethylformamide), C(CC)N1C(CCC1)CN (1-propyl-2-aminomethylpyrrolidine), C(OCC)(=O)Cl (ethyl chlorocarbonate). The solvent is C(C)N(CC)CC (triethylamine), CC(=O)C (acetone), C(C)(C)O (isopropanol). Reaction conditions: time 19 hour. Product: C(CC)N1C(CCC1)CNC(=O)C1=CC(=CC=2CC(OC21)C)S(N)(=O)=O (N-(1-propyl-2-pyrrolidinylmethyl)-2-methyl-5-sulfamoyl-2,3-dihydrobenzofuran-7-carboxamide). As a reaction SMILES: [CH3:1][CH:2]1[CH2:6][C:5]2[CH:7]=[C:8]([S:14](=[O:17])(=[O:16])[NH2:15])[CH:9]=[C:10]([C:11]([OH:13])=O)[C:4]=2[O:3]1.CN(C)C=O.C(Cl)(=O)OCC.[CH2:29]([N:32]1[CH2:36][CH2:35][CH2:34][CH:33]1[CH2:37][NH2:38])[CH2:30][CH3:31]>C(O)(C)C.C(N(CC)CC)C.CC(C)=O>[CH2:29]([N:32]1[CH2:36][CH2:35][CH2:34][CH:33]1[CH2:37][NH:38][C:11]([C:10]1[C:4]2[O:3][CH:2]([CH3:1])[CH2:6][C:5]=2[CH:7]=[C:8]([S:14](=[O:17])(=[O:16])[NH2:15])[CH:9]=1)=[O:13])[CH2:30][CH3:31]. Procedure: To a solution of 5 g of 2-methyl-5-sulfamoyl-2,3-dihydrobenzofuran-7-carboxylic acid in a mixed solvent of 50 ml of dimethylformamide and 50 ml of acetone is added 6.5 ml of triethylamine and the solution is stirred. Under cooling at 15°-18° C. 2.2 g of ethyl chlorocarbonate is added dropwise for 10 minutes and the whole is stirred at room temperature for 40 minutes. Then, 3.3 of 1-propyl-2-aminomethylpyrrolidine is added and the reactant is stirred at room temperature for 40 minutes. After it i... The reactants are Cl.S1C2=C(C=C1)C(=CC=C2)N2CCN(CC2)CCCOC2=C(C=C(C=C2C)Br)OC (1-benzo[b]thiophen-4-yl-4-[3-(4-bromo-2-methoxy-6-methylphenoxy)propyl]piperazine hydrochloride), C(C)(=O)N1CCNCC1 (1-acetyl piperazine), C1(=CC=CC=C1)P(C1=C(C2=CC=CC=C2C=C1)C1=C(C=CC2=CC=CC=C12)P(C1=CC=CC=C1)C1=CC=CC=C1)C1=CC=CC=C1 (2,2′-bis(diphenylphosphino)-1,1′-binaphtyl), CC(C)([O-])C.[Na+] (sodium t-butoxide). Reagents/catalysts: C(C)(=O)[O-].[Pd+2].C(C)(=O)[O-] (palladium acetate). Solvent: C1(=CC=CC=C1)C (toluene). Run at temperature 90 celsius, time 22 hour. The product is Cl.C(C)(=O)N1CCN(CC1)C1=CC(=C(C(=C1)C)OCCCN1CCN(CC1)C1=CC=CC=2SC=CC21)OC (1-acetyl-4-{4-[3-(4-benzo[b]thiophen-4-yl-piperazin-1-yl)propoxy]-3-methoxy-5-methylphenyl}-piperazin hydrochloride). Yield: 13.7%. RXN SMILES: [ClH:1].[S:2]1[CH:6]=[CH:5][C:4]2[C:7]([N:11]3[CH2:16][CH2:15][N:14]([CH2:17][CH2:18][CH2:19][O:20][C:21]4[C:26]([CH3:27])=[CH:25][C:24](Br)=[CH:23][C:22]=4[O:29][CH3:30])[CH2:13][CH2:12]3)=[CH:8][CH:9]=[CH:10][C:3]1=2.[C:31]([N:34]1[CH2:39][CH2:38][NH:37][CH2:36][CH2:35]1)(=[O:33])[CH3:32].C1(P(C2C=CC=CC=2)C2C=CC3C(=CC=CC=3)C=2C2C3C(=CC=CC=3)C=CC=2P(C2C=CC=CC=2)C2C=CC=CC=2)C=CC=CC=1.CC(C)([O-])C.[Na+]>C([O-])(=O)C.[Pd+2].C([O-])(=O)C.C1(C)C=CC=CC=1>[ClH:1].[C:31]([N:34]1[CH2:39][CH2:38][N:37]([C:24]2[CH:25]=[C:26]([CH3:27])[C:21]([O:20][CH2:19][CH2:18][CH2:17][N:14]3[CH2:15][CH2:16][N:11]([C:7]4[C:4]5[CH:5]=[CH:6][S:2][C:3]=5[CH:10]=[CH:9][CH:8]=4)[CH2:12][CH2:13]3)=[C:22]([O:29][CH3:30])[CH:23]=2)[CH2:36][CH2:35]1)(=[O:33])[CH3:32] |f:0.1,4.5,6.7.8,10.11|. Procedure details: 1-benzo[b]thiophen-4-yl-4-[3-(4-bromo-2-methoxy-6-methylphenoxy)propyl]piperazine hydrochloride (0.5 g, 0.98 mmol), 1-acetyl piperazine (0.15 g, 1.2 mmol), palladium acetate (11 mg, 0.048 mmol), 2,2′-bis(diphenylphosphino)-1,1′-binaphtyl (BINAP)(63 mg, 0.098 mmol) and sodium t-butoxide (0.23 g, 2.3 mmol) were added to toluene (10 ml) and the mixture was stirred under an argon atmosphere at 90° C. for 22 hours. The reaction mixture was cooled to room temperature and filtrated by cerite. The filte... The product is ClC1=C(C=C(C=C1)NC(=O)C=1C=NC(=CC1)CN1CCOCC1)C1=NC=CC=C1 (N-(4-chloro-3-(pyridin-2-yl)phenyl)-6-(morpholinomethyl)pyridine-3-carboxamide). Reactants: BrCC1=CC=C(C=N1)C(=O)NC1=CC(=C(C=C1)Cl)C1=NC=CC=C1 (6-(bromomethyl)-N-(4-chloro-3-(pyridin-2-yl)phenyl)pyridine-3-carboxamide), N1CCOCC1 (morpholine). RXN SMILES: Br[CH2:2][C:3]1[N:8]=[CH:7][C:6]([C:9]([NH:11][C:12]2[CH:17]=[CH:16][C:15]([Cl:18])=[C:14]([C:19]3[CH:24]=[CH:23][CH:22]=[CH:21][N:20]=3)[CH:13]=2)=[O:10])=[CH:5][CH:4]=1.[NH:25]1[CH2:30][CH2:29][O:28][CH2:27][CH2:26]1>CS(C)=O>[Cl:18][C:15]1[CH:16]=[CH:17][C:12]([NH:11][C:9]([C:6]2[CH:7]=[N:8][C:3]([CH2:2][N:25]3[CH2:30][CH2:29][O:28][CH2:27][CH2:26]3)=[CH:4][CH:5]=2)=[O:10])=[CH:13][C:14]=1[C:19]1[CH:24]=[CH:23][CH:22]=[CH:21][N:20]=1. Reported procedure: 6-(bromomethyl)-N-(4-chloro-3-(pyridin-2-yl)phenyl)pyridine-3-carboxamide was dissolved in DMSO (1 mL) treated with morpholine (33 uL) for 1 h. The reaction was concentrated, and the crude residue was purified by reverse phase HPLC to produce N-(4-chloro-3-(pyridin-2-yl)phenyl)-6-(morpholinomethyl)pyridine-3-carboxamide. MS (Q1) 409.3 (M)+. Run in CS(=O)C (DMSO). Reactants: ClC1=C(C=CC(=C1)F)N(C(C)=O)S(=O)(=O)CCl (N-(2-chloro-4-fluorophenyl)-N-[(chloromethyl)sulfonyl]acetamide), [N+](=O)(O)[O-] (nitric acid), starting material. The solvent is S(O)(O)(=O)=O (sulfuric acid), S(O)(O)(=O)=O (sulfuric acid), OS(=O)(=O)O.O=S(=O)=O (oleum), OS(=O)(=O)O.O=S(=O)=O (oleum). Run at temperature 2.5 celsius. Yields the product ClC1=C(C=C(C(=C1)F)[N+](=O)[O-])N(C(C)=O)S(=O)(=O)CCl (N-(2-chloro-4-fluoro-5-nitrophenyl)-N-[(chloromethyl)sulfonyl]acetamide). Yield: 92.0%. As a reaction SMILES: [Cl:1][C:2]1[CH:7]=[C:6]([F:8])[CH:5]=[CH:4][C:3]=1[N:9]([S:13]([CH2:16][Cl:17])(=[O:15])=[O:14])[C:10](=[O:12])[CH3:11].[N+:18]([O-])([OH:20])=[O:19]>S(=O)(=O)(O)O.OS(O)(=O)=O.O=S(=O)=O>[Cl:1][C:2]1[CH:7]=[C:6]([F:8])[C:5]([N+:18]([O-:20])=[O:19])=[CH:4][C:3]=1[N:9]([S:13]([CH2:16][Cl:17])(=[O:14])=[O:15])[C:10](=[O:12])[CH3:11] |f:3.4|. Procedure: 30 g (0.1 mol) of N-(2-chloro-4-fluorophenyl)-N-[(chloromethyl)sulfonyl]acetamide was dissolved in a mixture of 150 mL of concentrated sulfuric acid and 50 mL of 30% oleum with stirring. The mixture was cooled to 0-5° C. and 9.2 mL of the nitrating agent, made from equal volumes of concentrated sulfuric acid and fuming nitric acid, was added slowly keeping the temperature below 5° C. Another 50 mL of oleum and 30 g of the starting material were then added, followed by the further dropwise additi...